This data is from the Open Reaction Database (ORD), a public repository of structured organic reaction records. The task is: describe an organic reaction: reactants, conditions, products, and yield Reactants: Cn1cnc2ccc3c(=O)c(-c4ccc(C5(NC(=O)OC(C)(C)C)CCC5)cc4)c(-c4ccccc4)oc3c21, NC1(c2ccc(-c3c(-c4ccccc4)oc4c(ccc5[nH]ncc54)c3=O)cc2)CCC1. Product: Cn1cnc2ccc3c(=O)c(-c4ccc(C5(N)CCC5)cc4)c(-c4ccccc4)oc3c21. RXN SMILES: [C:32]([O:33][C:34](=[O:35])[NH:38][C:39]1([c:43]2[cH:44][cH:45][c:46](-[c:49]3[c:50](-[c:64]4[cH:65][cH:66][cH:67][cH:68][cH:69]4)[o:51][c:52]4[c:53]([c:54]3=[O:55])[cH:56][cH:57][c:58]3[n:59][cH:60][n:61]([CH3:63])[c:62]43)[cH:47][cH:48]2)[CH2:40][CH2:41][CH2:42]1)([CH3:36])([CH3:37])[CH3:70].[NH2:1][C:2]1([c:3]2[cH:4][cH:5][c:6](-[c:7]3[c:8](=[O:9])[c:10]4[c:11]([o:12][c:13]3-[c:14]3[cH:15][cH:16][cH:17][cH:18][cH:19]3)[c:20]3[c:21]([cH:22][cH:23]4)[nH:24][n:25][cH:26]3)[cH:27][cH:28]2)[CH2:29][CH2:30][CH2:31]1>>[NH2:38][C:39]1([c:43]2[cH:44][cH:45][c:46](-[c:49]3[c:50](-[c:64]4[cH:65][cH:66][cH:67][cH:68][cH:69]4)[o:51][c:52]4[c:53]([c:54]3=[O:55])[cH:56][cH:57][c:58]3[n:59][cH:60][n:61]([CH3:63])[c:62]43)[cH:47][cH:48]2)[CH2:40][CH2:41][CH2:42]1. Starting materials: COc1cc2c(Cl)ncnc2cc1O, ClCCl, CC(C)OC(=O)N=NC(=O)OC(C)C, CC(C)(C)OC(=O)N1CCN(CCCO)CC1, c1ccc(P(c2ccccc2)c2ccccc2)cc1. Yields the product COc1cc2c(Cl)ncnc2cc1OCCCN1CCN(C(=O)OC(C)(C)C)CC1. Reaction SMILES: [Cl:1][c:2]1[n:3][cH:4][n:5][c:6]2[cH:7][c:8]([OH:14])[c:9]([O:12][CH3:13])[cH:10][c:11]12.[Cl:65][CH2:66][Cl:67].[O:51]=[C:52]([O:53][CH:54]([CH3:55])[CH3:56])[N:57]=[N:58][C:59]([O:60][CH:61]([CH3:62])[CH3:63])=[O:64].[OH:15][CH2:16][CH2:17][CH2:18][N:19]1[CH2:20][CH2:21][N:22]([C:25](=[O:26])[O:27][C:28]([CH3:29])([CH3:30])[CH3:31])[CH2:23][CH2:24]1.[c:32]1([P:33]([c:34]2[cH:35][cH:36][cH:37][cH:38][cH:39]2)[c:40]2[cH:41][cH:42][cH:43][cH:44][cH:45]2)[cH:46][cH:47][cH:48][cH:49][cH:50]1>>[Cl:1][c:2]1[n:3][cH:4][n:5][c:6]2[cH:7][c:8]([O:14][CH2:16][CH2:17][CH2:18][N:19]3[CH2:20][CH2:21][N:22]([C:25](=[O:26])[O:27][C:28]([CH3:29])([CH3:30])[CH3:31])[CH2:23][CH2:24]3)[c:9]([O:12][CH3:13])[cH:10][c:11]12.